This data is from the Open Reaction Database (ORD), a public repository of structured organic reaction records. The task is: describe an organic reaction: reactants, conditions, products, and yield Reactants: COCC(=O)Nc1c[nH]c2ncc(Br)c(F)c12, CCCCO, CC(C)(C)OC(=O)NC1CCCNC1. The product is COCC(=O)Nc1c[nH]c2ncc(Br)c(N3CCCC(NC(=O)OC(C)(C)C)C3)c12. RXN SMILES: [Br:1][c:2]1[c:3]([F:17])[c:4]2[c:5]([n:6][cH:7]1)[nH:8][cH:9][c:10]2[NH:11][C:12]([CH2:13][O:14][CH3:15])=[O:16].[CH2:32]([OH:33])[CH2:34][CH2:35][CH3:36].[NH:18]1[CH2:19][CH:20]([NH:24][C:25]([O:26][C:27]([CH3:28])([CH3:29])[CH3:30])=[O:31])[CH2:21][CH2:22][CH2:23]1>>[Br:1][c:2]1[c:3]([N:18]2[CH2:19][CH:20]([NH:24][C:25]([O:26][C:27]([CH3:28])([CH3:29])[CH3:30])=[O:31])[CH2:21][CH2:22][CH2:23]2)[c:4]2[c:5]([n:6][cH:7]1)[nH:8][cH:9][c:10]2[NH:11][C:12]([CH2:13][O:14][CH3:15])=[O:16].